This data is from the Open Reaction Database (ORD), a public repository of structured organic reaction records. The task is: describe an organic reaction: reactants, conditions, products, and yield Reported procedure: A mixture of 4-aminocyclohexane-1-sulfonamide (200 mg, 1.12 mmol), 6-chloro-3-(3-chlorophenyl)imidazo[1,2-b]pyridazine (200 mg, 0.76 mmol) and KF (500 mg, 8.6 mmol) in DMSO (2 mL) was heated at 120° C. overnight. LCMS showed the reaction was complete. The mixture was poured into brine (80 mL) and extracted with EtOAc (30 mL×3). The combined extracts were dried over Na2SO4, filtered and concentrated in vacuo. The residue was purified by to prep. HPLC give two isomers: EX. 8-81 isomer 1 (7.0 mg) a... Yields the product ClC=1C=C(C=CC1)C1=CN=C2N1N=C(C=C2)NC2CCC(CC2)S(=O)(=O)N (4-((3-(3-chlorophenyl)imidazo[1,2-b]pyridazin-6-yl)amino)cyclohexane-1-sulfonamide). Starting materials: 1, NC1CCC(CC1)S(=O)(=O)N (4-aminocyclohexane-1-sulfonamide), ClC=1C=CC=2N(N1)C(=CN2)C2=CC(=CC=C2)Cl (6-chloro-3-(3-chlorophenyl)imidazo[1,2-b]pyridazine), [F-].[K+] (KF), 2. Run at temperature 120 celsius. Solvent: CS(=O)C (DMSO), [Cl-].[Na+].O (brine). RXN SMILES: [NH2:1][CH:2]1[CH2:7][CH2:6][CH:5]([S:8]([NH2:11])(=[O:10])=[O:9])[CH2:4][CH2:3]1.Cl[C:13]1[CH:14]=[CH:15][C:16]2[N:17]([C:19]([C:22]3[CH:27]=[CH:26][CH:25]=[C:24]([Cl:28])[CH:23]=3)=[CH:20][N:21]=2)[N:18]=1.[F-].[K+]>CS(C)=O.[Cl-].[Na+].O>[Cl:28][C:24]1[CH:23]=[C:22]([C:19]2[N:17]3[N:18]=[C:13]([NH:1][CH:2]4[CH2:7][CH2:6][CH:5]([S:8]([NH2:11])(=[O:9])=[O:10])[CH2:4][CH2:3]4)[CH:14]=[CH:15][C:16]3=[N:21][CH:20]=2)[CH:27]=[CH:26][CH:25]=1 |f:2.3,5.6.7|. Reactants: [H-].[H-].[H-].[H-].[Li+].[Al+3] (LiAlH4), N1C=C2CNC(C=3C=CC=C1C23)=O (3,4-dihydropyrrolo[4,3,2-de]isoquinolin-5(1H)-one), N1C=C2CNCC=3C=CC=C1C23 (1,3,4,5-tetrahydropyrrolo[4,3,2-de]isoquinoline), C(C)=O (acetaldehyde), C(C)(=O)O[BH-](OC(C)=O)OC(C)=O.[Na+] (sodium triacetoxy borohydride). Solvent: CO (MeOH), C1CCOC1 (THF), C1CCOC1 (THF). Reaction conditions: time 1 hour. Yields the product C(C)N1CC=2C=CC=C3C2C(C1)=CN3 (4-Ethyl-1,3,4,5-tetrahydropyrrolo[4,3,2-de] isoquinoline). RXN SMILES: [H-].[H-].[H-].[H-].[Li+].[Al+3].[NH:7]1[C:17]2[C:18]3[C:9]([CH2:10][NH:11][C:12](=O)[C:13]=3[CH:14]=[CH:15][CH:16]=2)=[CH:8]1.N1C2C3[C:22](CNCC=3C=CC=2)=[CH:21]1.C(=O)C.C(O[BH-](OC(=O)C)OC(=O)C)(=O)C.[Na+]>C1COCC1.CO>[CH2:21]([N:11]1[CH2:10][C:9]2=[CH:8][NH:7][C:17]3[C:18]2=[C:13]([CH:14]=[CH:15][CH:16]=3)[CH2:12]1)[CH3:22] |f:0.1.2.3.4.5,9.10|. Procedure details: LiAlH4 (0.440 g, 11.6 mmol) was added in portions to a solution of 3,4-dihydropyrrolo[4,3,2-de]isoquinolin-5(1H)-one, Intermediate 1 (0.4 g, 2.32 mmol) in dry THF (20 ml). The mixture was brought to reflux for 3 hours, cooled, diluted with aqueous THF and filtered. The solid cake was washed with THF (2×) and the residue was evaporated to give a light brown solid. This brown solid was dissolved in MeOH (20 ml) and acetaldehyde (0.334 g, 7.6 mmol) and sodium triacetoxy borohydride (0.482 g, 2.3 mm... The reactants are OC=C1C(C2=CC=CC=C2C1)=O (2-hydroxymethylene-1-indanone), C(C)(=O)[O-].[NH4+] (ammonium acetate), CNC (dimethyl amine), CN (monomethyl amine), NC(C)O (aminoethanol). Solvent: C(C)O (ethanol). The product is NC=C1C(C2=CC=CC=C2C1)=O (2-aminomethylene-1-indanone). As a reaction SMILES: O[CH:2]=[C:3]1[CH2:11][C:10]2[C:5](=[CH:6][CH:7]=[CH:8][CH:9]=2)[C:4]1=[O:12].C([O-])(=O)C.[NH4+].C[NH:19]C.CN.NC(O)C>C(O)C>[NH2:19][CH:2]=[C:3]1[CH2:11][C:10]2[C:5](=[CH:6][CH:7]=[CH:8][CH:9]=2)[C:4]1=[O:12] |f:1.2|. Reported procedure: The 2-hydroxymethylene-1-indanone is then reacted with the appropriate nitrogen compound e.g. ammonium acetate, dimethyl amine, monomethyl amine or aminoethanol, in ethanol or any other suitable solvent to yield a 2-aminomethylene-1-indanone which is then dried and recrystallized from benzene or any other suitable solvent. Starting materials: C(C)(C)C1=CC=C(C=C1)CC(=O)NC(C1=NN=NN1)C1=CC=CC=C1 (2-(4-isopropylphenyl)-N-[phenyl(1H-tetrazol-5-yl)methyl]acetamide), C(=O)([O-])[O-].[K+].[K+] (K2CO3), CI (MeI). Run in CN(C)C=O (DMF). Reaction conditions: time 3 hour. Product: C(C)(C)C1=CC=C(C=C1)CC(=O)NC(C1=CC=CC=C1)C1=NN=NN1C (2-(4-isopropylphenyl)-N-[(1-methyl-1H-tetrazol-5-yl)(phenyl)methyl]acetamide). Yield: 22.7%. As a reaction SMILES: [CH:1]([C:4]1[CH:9]=[CH:8][C:7]([CH2:10][C:11]([NH:13][CH:14]([C:20]2[CH:25]=[CH:24][CH:23]=[CH:22][CH:21]=2)[C:15]2[NH:19][N:18]=[N:17][N:16]=2)=[O:12])=[CH:6][CH:5]=1)([CH3:3])[CH3:2].[C:26]([O-])([O-])=O.[K+].[K+].CI>CN(C=O)C>[CH:1]([C:4]1[CH:5]=[CH:6][C:7]([CH2:10][C:11]([NH:13][CH:14]([C:15]2[N:19]([CH3:26])[N:18]=[N:17][N:16]=2)[C:20]2[CH:25]=[CH:24][CH:23]=[CH:22][CH:21]=2)=[O:12])=[CH:8][CH:9]=1)([CH3:3])[CH3:2] |f:1.2.3|. Procedure: To a solution 2-(4-isopropylphenyl)-N-[phenyl(1H-tetrazol-5-yl)methyl]acetamide (34.0 mg, 0.101 mmol) in 0.5 ml of anhydrous DMF was added K2CO3 (14.0 mg, 0.101 mmol) and MeI (0.006 ml, 0.101 mmol). The resulting solution was stirred at RT for 3 hour. Filtered and the residue was purified by preparative HPLC (5-90% CH3CN/H2O over 30 min, 0.05% added TFA, C18 column) to afford 8.0 mg (23%) of the title compound. 1H NMR (CDCl3, 400 MHz) δ 7.342 (m, 3H); 7.226 (m, 2H), 7.172 (ABq, J=8.2 Hz, 4H), 6.... Starting materials: FC(OC1=CC=C(C=C1)O)(F)F (4-trifluoromethoxy-phenol), C(=O)([O-])[O-].[Cs+].[Cs+] (Cs2CO3), IC1=CC=C(C=C1)NS(=O)(=O)C (N-(4-iodo-phenyl)-methanesulfonamide), CC(C)(C(CC(C(C)(C)C)=O)=O)C (2,2,6,6-tetramethylheptane-3,5-dione). Reagents/catalysts: Cl[Cu] (CuCl). The solvent is CN1CCCC1=O (NMP). Run at temperature 110 celsius. The product is FC(OC1=CC=C(OC2=CC=C(C=C2)NS(=O)(=O)C)C=C1)(F)F (N-[4-(4-Trifluoromethoxy-phenoxy)-phenyl]-methanesulfonamide). As a reaction SMILES: [F:1][C:2]([F:12])([F:11])[O:3][C:4]1[CH:9]=[CH:8][C:7]([OH:10])=[CH:6][CH:5]=1.C([O-])([O-])=O.[Cs+].[Cs+].I[C:20]1[CH:25]=[CH:24][C:23]([NH:26][S:27]([CH3:30])(=[O:29])=[O:28])=[CH:22][CH:21]=1.CC(C)(C(=O)CC(=O)C(C)(C)C)C>CN1C(=O)CCC1.Cl[Cu]>[F:1][C:2]([F:11])([F:12])[O:3][C:4]1[CH:5]=[CH:6][C:7]([O:10][C:20]2[CH:21]=[CH:22][C:23]([NH:26][S:27]([CH3:30])(=[O:28])=[O:29])=[CH:24][CH:25]=2)=[CH:8][CH:9]=1 |f:1.2.3|. Reported procedure: To a solution of 4-trifluoromethoxy-phenol (0.7 mL, 5.4 mmol) in NMP (6 mL) was added Cs2CO3 (1.76 g, 5.4 mmol). The slurry was degassed for 2 min and added N-(4-iodo-phenyl)-methanesulfonamide (0.80 g, 2.7 mmol) from Example 33, Step A, 2,2,6,6-tetramethylheptane-3,5-dione (0.056 mL, 0.27 mmol) and CuCl (0.134 g, 1.35 mmol) subsequently. The reaction mixture was heated to 110° C. under N2 overnight. The reaction was brought to the usual work-up and the crude material was purified by chromatogra...